Task: describe an organic reaction: reactants, conditions, products, and yield. Dataset: the Open Reaction Database (ORD), a public repository of structured organic reaction records Reactants: [Cl-].[Mg+2].[Cl-] (magnesium chloride), FC1=C(C=CC=C1)CC(=O)O (2-fluorophenylacetic acid), C(=O)(N1C=NC=C1)N1C=NC=C1 (1,1′-carbonyldiimidazole), [K+].CC(C(=O)OCC)C(=O)[O-] (ethyl methylmalonate mono potassium salt). The product is FC1=C(C=CC=C1)CC(C(C(=O)OCC)C)=O (ethyl 4-(2-fluorophenyl)-2-methyl-3-oxobutyrate). RXN SMILES: [F:1][C:2]1[CH:7]=[CH:6][CH:5]=[CH:4][C:3]=1[CH2:8][C:9]([OH:11])=O.C(N1C=CN=C1)(N1C=CN=C1)=O.[K+].[CH3:25][CH:26](C([O-])=O)[C:27]([O:29][CH2:30][CH3:31])=[O:28].[Cl-].[Mg+2].[Cl-]>>[F:1][C:2]1[CH:7]=[CH:6][CH:5]=[CH:4][C:3]=1[CH2:8][C:9](=[O:11])[CH:26]([CH3:25])[C:27]([O:29][CH2:30][CH3:31])=[O:28] |f:2.3,4.5.6|. Procedure details: That is, 2-fluorophenylacetic acid (4) and 1,1′-carbonyldiimidazole (CDI) are reacted, followed by treatment with ethyl methylmalonate mono potassium salt in the presence of magnesium chloride to obtain ethyl 4-(2-fluorophenyl)-2-methyl-3-oxobutyrate (5). Starting materials: CI (MeI), FC=1C=C(C=CC1)C1=C(N=C(S1)C)C(=O)N1C(CCC(C1)O)C(=O)OC (methyl 1-(5-(3-fluorophenyl)-2-methylthiazole-4-carbonyl)-5-hydroxypiperidine-2-carboxylate), Ag2O. Solvent: CC#N (CH3CN), C(Cl)Cl (DCM). Reaction conditions: time 2 day. Product: FC=1C=C(C=CC1)C1=C(N=C(S1)C)C(=O)N1C(CCC(C1)OC)C(=O)OC (methyl 1-(5-(3-fluorophenyl)-2-methylthiazole-4-carbonyl)-5-methoxypiperidine-2-carboxylate). As a reaction SMILES: [CH3:1]I.[F:3][C:4]1[CH:5]=[C:6]([C:10]2[S:14][C:13]([CH3:15])=[N:12][C:11]=2[C:16]([N:18]2[CH2:23][CH:22]([OH:24])[CH2:21][CH2:20][CH:19]2[C:25]([O:27][CH3:28])=[O:26])=[O:17])[CH:7]=[CH:8][CH:9]=1>CC#N.C(Cl)Cl>[F:3][C:4]1[CH:5]=[C:6]([C:10]2[S:14][C:13]([CH3:15])=[N:12][C:11]=2[C:16]([N:18]2[CH2:23][CH:22]([O:24][CH3:1])[CH2:21][CH2:20][CH:19]2[C:25]([O:27][CH3:28])=[O:26])=[O:17])[CH:7]=[CH:8][CH:9]=1. Procedure: MeI (6.8 mmol, 0.43 mL) was added to a mixture of methyl 1-(5-(3-fluorophenyl)-2-methylthiazole-4-carbonyl)-5-hydroxypiperidine-2-carboxylate (0.68 mmol, 0.26 g) and Ag2O (3.4 mmol, 0.8 g) in CH3CN (3 mL) at rt. The resulting mixture was stirred at rt for two days. The reaction mixture was diluted with DCM and filtered through a pad of diatomaceous earth. The filtrate was concentrated in vacuo to give desired product methyl 1-(5-(3-fluorophenyl)-2-methylthiazole-4-carbonyl)-5-methoxypiperidine-2...